Dataset: the Open Reaction Database (ORD), a public repository of structured organic reaction records. Task: describe an organic reaction: reactants, conditions, products, and yield The reactants are C(C)=O (Acetaldehyde), [O-]S(=O)(=O)[O-].[Mg+2] (MgSO4), CC(C)(C)[S@@](=O)N ((R)-2-methyl-propane-2-sulfinic acid amide). The reagents and catalysts are S(=O)(=O)([O-])C1=CC=C(C)C=C1.[NH+]1=CC=CC=C1 (pyridinium tosylate). Run in C(Cl)Cl (CH2Cl2). Conditions: time 8 hour. Product: C(/C)=N\[S@](=O)C(C)(C)C ((R)-2-methyl-propane-2-sulfinic acid (E)-ethylideneamide). Yield: 107.2%. Reaction SMILES: [CH3:1][C:2]([S@:5]([NH2:7])=[O:6])([CH3:4])[CH3:3].[CH:8](=O)[CH3:9].[O-]S([O-])(=O)=O.[Mg+2]>C(Cl)Cl.S(C1C=CC(C)=CC=1)([O-])(=O)=O.[NH+]1C=CC=CC=1>[CH:8](=[N:7]/[S@@:5]([C:2]([CH3:4])([CH3:3])[CH3:1])=[O:6])\[CH3:9] |f:2.3,5.6|. Procedure details: In a flask (R)-2-methyl-propane-2-sulfinic acid amide (4.00 g, 33.0 mmol) was dissolved in CH2Cl2 (14.0 mL). Acetaldehyde (16.7 mL, 297 mmol), MgSO4 (11.9 g, 99.0 mmol) and pyridinium tosylate (415 mg, 1.65 mmol) were added. The reaction mixture was stirred overnight at room temperature, filtered and concentrated to give 5.21 g of (R)-2-methyl-propane-2-sulfinic acid (E)-ethylideneamide as a yellow oil which was used without further purification. Reactants: FC=1C=C(C(=O)C=2C=NC=CC2)C=CC1 (3-(3-fluorobenzoyl)pyridine), Zinc amalgam, Cl (HCl). Reagents/catalysts: [Zn] (zinc), Cl[Hg]Cl (HgCl2), [Zn] (zinc). The solvent is O (H2O). Run at time 20 hour. Yields the product FC=1C=C(CC=2C=NC=CC2)C=CC1 (3-(3-fluorobenzyl)pyridine). Yield: 29.2%. Reaction SMILES: [F:1][C:2]1[CH:3]=[C:4]([CH:13]=[CH:14][CH:15]=1)[C:5]([C:7]1[CH:8]=[N:9][CH:10]=[CH:11][CH:12]=1)=O.Cl>[Zn].Cl[Hg]Cl.O>[F:1][C:2]1[CH:3]=[C:4]([CH:13]=[CH:14][CH:15]=1)[CH2:5][C:7]1[CH:8]=[N:9][CH:10]=[CH:11][CH:12]=1. Procedure: Zinc amalgam prepared from zinc (41 g) and HgCl2 (4.1 g) was stirred in a mixture of 3-(3-fluorobenzoyl)pyridine (19.0 g, 0.095 mol), H2O (25 ml) and 12 N HCL (60 ml). The resulting mixture was stirred and heated at reflux for 30 hours. Occasionally during the course of the reaction HCl gas was passed through the mixture, and after 20 hours, additional zinc metal (41 g) was added. After 30 hours the reaction mixture was cooled, decanted, made strongly basic with 10% NaOH, and extracted three tim... Reactants: C(CCC)N1C(=CC=C1CC)C(C1=CC(=CC=C1)[N+](=O)[O-])=O (1-butyl-2-(3'-nitrobenzoyl)-5-ethylpyrrole). Reagents/catalysts: [Pd] (palladium-charcoal). Solvent: CO (methanol). The product is C(CCC)N1C(=CC=C1CC)C(C1=CC(=CC=C1)N)=O (1-butyl-2-(3'-aminobenzoyl)-5-ethylpyrrole). Yield: 61.6%. As a reaction SMILES: [CH2:1]([N:5]1[C:9]([CH2:10][CH3:11])=[CH:8][CH:7]=[C:6]1[C:12](=[O:22])[C:13]1[CH:18]=[CH:17][CH:16]=[C:15]([N+:19]([O-])=O)[CH:14]=1)[CH2:2][CH2:3][CH3:4]>CO.[Pd]>[CH2:1]([N:5]1[C:9]([CH2:10][CH3:11])=[CH:8][CH:7]=[C:6]1[C:12](=[O:22])[C:13]1[CH:18]=[CH:17][CH:16]=[C:15]([NH2:19])[CH:14]=1)[CH2:2][CH2:3][CH3:4]. Procedure details: A solution of 11.9 g (39 mmol) of 1-butyl-2-(3'-nitrobenzoyl)-5-ethylpyrrole in 100 ml of methanol was hydrogenated at 45 p.s.i. in the presence of 3 g of 10% palladium-charcoal catalyst for 1 hour. The catalyst was then separated by fltration and the filtrate evaporated under reduced pressure. The residue was purified by column chromatography on 500 g of silica gel, using hexane-acetone (95:5) as eluant, to produce 6.5 g (60%) of 1-butyl-2-(3'-aminobenzoyl)-5-ethylpyrrole, the pure title compou... Reactants: C(C)(=O)Cl (acetyl chloride), di-nitrogen, N1=CC=CC=C1 (pyridine), C1CCOC1 (THF), OC=1C(=C(C2=C(CCC(O2)(C(=O)[O-])C)C1C)C)C (3,4-dihydro-6-hydroxy-2,5,7,8-tetramethyl-1-benzopyran-2-carboxylate), C(O)([O-])=O.[Na+] (sodium hydrogen carbonate). The solvent is O (water). Run at time 12 hour. Yields the product C(C)(=O)C=1C(=C(C2=C(CCC(O2)(C(=O)Cl)C)C1C)C)C (3,4-dihydro-6-acetyl-2,5,7,8-tetramethyl-1-benzopyran-2-carbonyl chloride). Reaction SMILES: N1C=CC=CC=1.O[C:8]1[C:9]([CH3:24])=[C:10]([CH3:23])[C:11]2[O:16][C:15]([CH3:20])([C:17]([O-:19])=O)[CH2:14][CH2:13][C:12]=2[C:21]=1[CH3:22].C([Cl:28])(=O)C.C(=O)([O-])O.[Na+].C1C[O:37][CH2:36][CH2:35]1>O>[C:36]([C:8]1[C:9]([CH3:24])=[C:10]([CH3:23])[C:11]2[O:16][C:15]([CH3:20])([C:17]([Cl:28])=[O:19])[CH2:14][CH2:13][C:12]=2[C:21]=1[CH3:22])(=[O:37])[CH3:35] |f:3.4|. Procedure: To a 1 liter round bottom flask with an atmosphere of di-nitrogen was added dry pyridine (10.00 g, excess mole) and dry THF solvent to dissolve 3,4-dihydro-6-hydroxy-2,5,7,8-tetramethyl-1-benzopyran-2-carboxylate (24.9 g). The temperature was reduced to 0° C. and acetyl chloride (15 ml) slowly added with agitation. The solution was observed to be yellow. The solution was allowed to warm up to ambient temperature and then refluxed for 1 hour. The solution was cooled, reduced in volume (100 ml) an... Starting materials: C(CCCCC)Cl (hexyl chloride), CN1C(=NC=C1[N+](=O)[O-])C1=NOC=C1CCCCCCNCCCCC(C)C (1-methyl-2-(5-methylhexylaminohexylisoxazol-3-yl)-5-nitroimidazole). Solvent: CN(C=O)C (dimethylformamide). Yields the product CN1C(=NC=C1[N+](=O)[O-])C1=NOC=C1CCCCC(C)CN (1-Methyl-2-(5-aminomethylhexylisoxazol-3-yl)-5-nitroimidazole). Reaction SMILES: [CH2:1](Cl)CCCCC.[CH3:8][N:9]1[C:13]([N+:14]([O-:16])=[O:15])=[CH:12][N:11]=[C:10]1[C:17]1[C:21]([CH2:22][CH2:23][CH2:24][CH2:25][CH2:26][CH2:27][NH:28]CCCCC(C)C)=[CH:20][O:19][N:18]=1>CN(C)C=O>[CH3:8][N:9]1[C:13]([N+:14]([O-:16])=[O:15])=[CH:12][N:11]=[C:10]1[C:17]1[C:21]([CH2:22][CH2:23][CH2:24][CH2:25][CH:26]([CH2:27][NH2:28])[CH3:1])=[CH:20][O:19][N:18]=1. Procedure: The product prepared above is treated in a similar fashion with hexyl chloride in dimethylformamide for two hours. The recrystallized product is identified as 1-methyl-2-(5-methylhexylaminohexylisoxazol-3-yl)-5-nitroimidazole.